From a dataset of the Open Reaction Database (ORD), a public repository of structured organic reaction records. describe an organic reaction: reactants, conditions, products, and yield The reactants are CC1CNCC(C)N1, CN(C)C=O, Nc1c(F)c(F)c(F)c2c1c(=O)c(C(=O)O)cn2C1CC1. Product: CC1CN(c2c(F)c(N)c3c(=O)c(C(=O)O)cn(C4CC4)c3c2F)CC(C)N1. Reaction SMILES: [CH3:22][CH:23]1[NH:24][CH:25]([CH3:29])[CH2:26][NH:27][CH2:28]1.[CH3:30][N:31]([CH3:32])[CH:33]=[O:34].[NH2:1][c:2]1[c:3]2[c:4](=[O:21])[c:5]([C:18](=[O:19])[OH:20])[cH:6][n:7]([CH:15]3[CH2:16][CH2:17]3)[c:8]2[c:9]([F:14])[c:10]([F:13])[c:11]1[F:12]>>[NH2:1][c:2]1[c:3]2[c:4](=[O:21])[c:5]([C:18](=[O:19])[OH:20])[cH:6][n:7]([CH:15]3[CH2:16][CH2:17]3)[c:8]2[c:9]([F:14])[c:10]([N:27]2[CH2:26][CH:25]([CH3:29])[NH:24][CH:23]([CH3:22])[CH2:28]2)[c:11]1[F:12]. Reactants: C(C)(=O)O.C(=N)N (formamidine acetate), [Na] (Sodium), C(C=C)C(C(=O)OCC)C(=O)OCC (Diethyl 2-allylmalonate), [Na] (sodium). Run in C(C)O (ethanol). Reaction conditions: temperature 0 celsius, time 24 hour. The product is C(C=C)C=1C(=NC=NC1O)O (5-allylpyrimidine-4,6-diol). Yield: 43.9%. RXN SMILES: [Na].[CH2:2]([CH:5]([C:11]([O:13]CC)=O)[C:6](OCC)=[O:7])[CH:3]=[CH2:4].C(O)(=O)C.[CH:20]([NH2:22])=[NH:21]>C(O)C>[CH2:2]([C:5]1[C:11]([OH:13])=[N:21][CH:20]=[N:22][C:6]=1[OH:7])[CH:3]=[CH2:4] |f:2.3,^1:0|. Reported procedure: Sodium metal (4.5 g) was added slowly into ethanol (100 mL) in a 500 mL round bottom flask under nitrogen atmosphere. The reaction mixture was stirred at room temperature until all the sodium metal dissolved, before being cooled to 0° C. Diethyl 2-allylmalonate (12 g) was added into the reaction mixture, followed by formamidine acetate (6.24 g) under nitrogen atmosphere at 0° C. The reaction was stirred at room temperature for 24 hours under nitrogen atmosphere, before being quenched by acetic a... Starting materials: CC(C)(C)OC(=O)NCCO, COc1ccc(-n2nc(C(C)C)cc2-c2ccc(O)cc2)cc1, C1CCOC1, c1ccc(P(c2ccccc2)c2ccccc2)cc1. Yields the product COc1ccc(-n2nc(C(C)C)cc2-c2ccc(OCCNC(=O)OC(C)(C)C)cc2)cc1. As a reaction SMILES: [C:24]([CH3:25])([CH3:26])([CH3:27])[O:28][C:29](=[O:30])[NH:31][CH2:32][CH2:33][OH:34].[CH:1]([CH3:2])([CH3:3])[c:4]1[n:5][n:6](-[c:16]2[cH:17][cH:18][c:19]([O:22][CH3:23])[cH:20][cH:21]2)[c:7](-[c:9]2[cH:10][cH:11][c:12]([OH:15])[cH:13][cH:14]2)[cH:8]1.[O:54]1[CH2:55][CH2:56][CH2:57][CH2:58]1.[c:35]1([P:36]([c:37]2[cH:38][cH:39][cH:40][cH:41][cH:42]2)[c:43]2[cH:44][cH:45][cH:46][cH:47][cH:48]2)[cH:49][cH:50][cH:51][cH:52][cH:53]1>>[CH:1]([CH3:2])([CH3:3])[c:4]1[n:5][n:6](-[c:16]2[cH:17][cH:18][c:19]([O:22][CH3:23])[cH:20][cH:21]2)[c:7](-[c:9]2[cH:10][cH:11][c:12]([O:15][CH2:33][CH2:32][NH:31][C:29]([O:28][C:24]([CH3:25])([CH3:26])[CH3:27])=[O:30])[cH:13][cH:14]2)[cH:8]1. Starting materials: ClC=1SC2=C(N1)C=CC(=C2)Cl (2,6-dichloro-1,3-benzothiazole), N1[C@@H](CCCC1)C(=O)OCC (ethyl (2S)-2-piperidinecarboxylate). The product is title compound, ClC1=CC2=C(N=C(S2)N2[C@@H](CCCC2)C(=O)OCC)C=C1 (ethyl (2S)-1-(6-chloro-1,3-benzothiazol-2-yl)-2-piperidinecarboxylate). RXN SMILES: Cl[C:2]1[S:3][C:4]2[CH:10]=[C:9]([Cl:11])[CH:8]=[CH:7][C:5]=2[N:6]=1.[NH:12]1[CH2:17][CH2:16][CH2:15][CH2:14][C@H:13]1[C:18]([O:20][CH2:21][CH3:22])=[O:19]>>[Cl:11][C:9]1[CH:8]=[CH:7][C:5]2[N:6]=[C:2]([N:12]3[CH2:17][CH2:16][CH2:15][CH2:14][C@H:13]3[C:18]([O:20][CH2:21][CH3:22])=[O:19])[S:3][C:4]=2[CH:10]=1. Procedure details: The title compound was prepared by a similar method to Preparation 42 from 2,6-dichloro-1,3-benzothiazole [see J. Ind. Chem. Soc., (1993), 10, 565-569] and ethyl (2S)-2-piperidinecarboxylate (471 mg) [see J.A.C.S. (1993), 115(22), 9925-9938] to afford ethyl (2S)-1-(6-chloro-1,3-benzothiazol-2-yl)-2-piperidinecarboxylate as a solid. The reactants are CC(=O)O, COC(CC1NC(=O)C1C(C)(C)OC)OC. The product is COC(C)(C)C1C(=O)NC1CC=O. RXN SMILES: [CH3:17][C:18](=[O:19])[OH:20].[CH3:1][O:2][CH:3]([CH2:4][CH:5]1[CH:6]([C:10]([CH3:11])([CH3:12])[O:13][CH3:14])[C:7](=[O:9])[NH:8]1)[O:15][CH3:16]>>[O:2]=[CH:3][CH2:4][CH:5]1[CH:6]([C:10]([CH3:11])([CH3:12])[O:13][CH3:14])[C:7](=[O:9])[NH:8]1. The reactants are COc1ccc(CN)cc1OC, Cl, N#CO[Na], O. Product: COc1ccc(CNC(N)=O)cc1OC. Reaction SMILES: [CH2:2]([c:3]1[cH:4][c:5]([O:6][CH3:7])[c:8]([O:9][CH3:10])[cH:11][cH:12]1)[NH2:13].[ClH:1].[Na:14][O:15][C:16]#[N:17].[OH2:18]>>[CH2:2]([c:3]1[cH:4][c:5]([O:6][CH3:7])[c:8]([O:9][CH3:10])[cH:11][cH:12]1)[NH:13][C:16](=[O:15])[NH2:17].